From a dataset of the Open Reaction Database (ORD), a public repository of structured organic reaction records. describe an organic reaction: reactants, conditions, products, and yield Reactants: CCCC(NC(=O)OC(C)(C)C)C(O)C(=O)NC1CC1, CC(C)O, Cl. The product is CCCC(N)C(O)C(=O)NC1CC1, Cl. Reaction SMILES: [CH:1]1([NH:4][C:5]([CH:6]([CH:7]([CH2:8][CH2:9][CH3:10])[NH:11][C:12]([O:13][C:14]([CH3:15])([CH3:16])[CH3:17])=[O:18])[OH:19])=[O:20])[CH2:2][CH2:3]1.[CH:22]([OH:23])([CH3:24])[CH3:25].[ClH:21]>>[CH:1]1([NH:4][C:5]([CH:6]([CH:7]([CH2:8][CH2:9][CH3:10])[NH2:11])[OH:19])=[O:20])[CH2:2][CH2:3]1.[ClH:21]. The reactants are COC(C=CC1=CC(=CC=C1)C=1OC2=C(N1)C=C(C=C2)C2=CC=CC=C2)=O (3-[3-(5-Phenyl-benzoxazol-2-yl)-phenyl]-acrylic acid methyl ester), CO (MeOH), [OH-].[Na+] (NaOH). The solvent is C1CCOC1 (THF). Conditions: time 2 hour. Yields the product C1(=CC=CC=C1)C=1C=CC2=C(N=C(O2)C=2C=C(C=CC2)C=CC(=O)O)C1 (3-[3-(5-Phenyl-benzoxazol-2-yl)-phenyl]-acrylic acid). RXN SMILES: C[O:2][C:3](=[O:27])[CH:4]=[CH:5][C:6]1[CH:11]=[CH:10][CH:9]=[C:8]([C:12]2[O:13][C:14]3[CH:20]=[CH:19][C:18]([C:21]4[CH:26]=[CH:25][CH:24]=[CH:23][CH:22]=4)=[CH:17][C:15]=3[N:16]=2)[CH:7]=1.CO.[OH-].[Na+]>C1COCC1>[C:21]1([C:18]2[CH:19]=[CH:20][C:14]3[O:13][C:12]([C:8]4[CH:7]=[C:6]([CH:5]=[CH:4][C:3]([OH:27])=[O:2])[CH:11]=[CH:10][CH:9]=4)=[N:16][C:15]=3[CH:17]=2)[CH:22]=[CH:23][CH:24]=[CH:25][CH:26]=1 |f:2.3|. Procedure: The ester (33) (41 mg, 0.12 mmol) was hydrolysed using Method C, except that MeOH (3 mL), THF (3 mL) and 1M NaOH (5 mL) were used, and the reaction was stirred for 2 hours. Yield: 21 mg, 53%; LC-MS tr 1.74 min; HPLC Purity: 96%; MS (ES+) m/z 342 (M+H); 1H NMR (400 MHz; DMSO): δ 6.7 (d, 1H), 7.4 (t, 1H), 7.45-7.55 (t, 2H), 7.70-7.80 (m, 5H), 7.9 (d, 1H), 8.05 (d, 1H), 8.10 (s, 1H), 8.30 (d, 1H), 8.50 (s, 1H), 12.55 (br. s, 1H)